describe an organic reaction: reactants, conditions, products, and yield From a dataset of the Open Reaction Database (ORD), a public repository of structured organic reaction records. Starting materials: ClC1=CC=C(S1)C(=O)NCC=1N=NN(C1)C1=CC=C(C=C1)N1C(C(=CC=C1)OC)=O (5-Chloro-N-((1-(4-(3-methoxy-2-oxopyridin-1(2H)-yl)phenyl)-1H-1,2,3-triazol-4-yl)methyl)thiophene-2-carboxamide), B(Br)(Br)Br (BBr3). Solvent: C(Cl)Cl (DCM). Conditions: time 2 hour. Yields the product ClC1=CC=C(S1)C(=O)NCC=1N=NN(C1)C1=CC=C(C=C1)N1C(C(=CC=C1)O)=O (5-Chloro-N-((1-(4-(3-hydroxy-2-oxopyridin-1(2H)-yl)phenyl)-1H-1,2,3-triazol-4-yl)methyl)thiophene-2-carboxamide). As a reaction SMILES: [Cl:1][C:2]1[S:6][C:5]([C:7]([NH:9][CH2:10][C:11]2[N:12]=[N:13][N:14]([C:16]3[CH:21]=[CH:20][C:19]([N:22]4[CH:27]=[CH:26][CH:25]=[C:24]([O:28]C)[C:23]4=[O:30])=[CH:18][CH:17]=3)[CH:15]=2)=[O:8])=[CH:4][CH:3]=1.B(Br)(Br)Br>C(Cl)Cl>[Cl:1][C:2]1[S:6][C:5]([C:7]([NH:9][CH2:10][C:11]2[N:12]=[N:13][N:14]([C:16]3[CH:17]=[CH:18][C:19]([N:22]4[CH:27]=[CH:26][CH:25]=[C:24]([OH:28])[C:23]4=[O:30])=[CH:20][CH:21]=3)[CH:15]=2)=[O:8])=[CH:4][CH:3]=1. Reported procedure: 5-Chloro-N-((1-(4-(3-methoxy-2-oxopyridin-1(2H)-yl)phenyl)-1H-1,2,3-triazol-4-yl)methyl)thiophene-2-carboxamide (306 mg, 0.69 mmol, prepared using a similar procedure as described in Example 4) was stirred in 40 mL DCM as a slurry. BBr3 (200 μL, 2.1 mmol) was added. The mixture was stirred for 2 hrs and concentrated in vacuo. The residue was dissolved in 1 mL and 5 mL DMSO and subjected to prep HPLC to isolate the title compound as a white powder. MS found for C19H14ClN5O3S (M+H)+ 428.1, 430.1 (... Starting materials: FC(C1=C(CN2N=CC3=CC(=CC=C23)C=C2C(N=C(S2)N(C2CCNCC2)C)=O)C=CC(=C1)C(F)(F)F)(F)F (5-[1-(2,4-Bis-trifluoromethyl-benzyl)-1H-indazol-5-ylmethylene]-2-(methyl-piperidin-4-yl-amino)-thiazol-4-one), C([O-])([O-])=O.[K+].[K+] (potassium carbonate), BrC(C(=O)N)C (2-Bromo-propionamide). The solvent is CN(C)C=O (DMF). Conditions: time 4 hour. The product is FC(C1=C(CN2N=CC3=CC(=CC=C23)C=C2C(N=C(S2)N(C2CCN(CC2)C(C(=O)N)C)C)=O)C=CC(=C1)C(F)(F)F)(F)F (2-(4-{[-5-({1-[2,4-Bis(trifluoromethyl)benzyl]-1H-indazol-5-yl}methylidene)-4-oxo-4,5-dihydro-1,3-thiazol-2-yl](methyl)amino}piperidin-1-yl)propionamide). The yield is 62.6%. As a reaction SMILES: [F:1][C:2]([F:39])([F:38])[C:3]1[CH:33]=[C:32]([C:34]([F:37])([F:36])[F:35])[CH:31]=[CH:30][C:4]=1[CH2:5][N:6]1[C:14]2[C:9](=[CH:10][C:11]([CH:15]=[C:16]3[S:20][C:19]([N:21]([CH3:28])[CH:22]4[CH2:27][CH2:26][NH:25][CH2:24][CH2:23]4)=[N:18][C:17]3=[O:29])=[CH:12][CH:13]=2)[CH:8]=[N:7]1.C(=O)([O-])[O-].[K+].[K+].Br[CH:47]([CH3:51])[C:48]([NH2:50])=[O:49]>CN(C=O)C>[F:39][C:2]([F:38])([F:1])[C:3]1[CH:33]=[C:32]([C:34]([F:37])([F:35])[F:36])[CH:31]=[CH:30][C:4]=1[CH2:5][N:6]1[C:14]2[C:9](=[CH:10][C:11]([CH:15]=[C:16]3[S:20][C:19]([N:21]([CH3:28])[CH:22]4[CH2:23][CH2:24][N:25]([CH:47]([CH3:51])[C:48]([NH2:50])=[O:49])[CH2:26][CH2:27]4)=[N:18][C:17]3=[O:29])=[CH:12][CH:13]=2)[CH:8]=[N:7]1 |f:1.2.3|. Procedure: To a solution of 5-[1-(2,4-Bis-trifluoromethyl-benzyl)-1H-indazol-5-ylmethylene]-2-(methyl-piperidin-4-yl-amino)-thiazol-4-one (Example 17) (90 mg, 0.15 mmol) in DMF (2 mL) was added potassium carbonate (43 mg, 0.31 mmol) followed by 2-Bromo-propionamide (29 mg, 0.19 mmol). The reaction mixture was stirred at room temperature for 4 hours and partitioned between water and ethyl acetate. The ethyl acetate layer was washed with brine, dried over Na2SO4, filtered, and the solvent evaporated in vacuo... The reactants are C1(CCCCCC1)NC1=CC=CC2=C1CCCCC2 (N-Cycloheptyl-(6,7,8,9-tetrahydro-5H-benzocycloheptenyl)amine), CN(C)C1=CC=C(C=C1)N=C=O (4-(N,N-dimethyamino)phenylisocyanate), ClCCl (dichloromethane). Product: Cl.C1(CCCCCC1)N(C(=O)NC1=CC=C(C=C1)N(C)C)C1CCCCC2=C1C=CC=C2 (1-Cycloheptyl-1- (6,7,8,9-tetrahydro-5H-benzocyclohepten-5-yl)-3-[p-(N,N-dimethylamino)phenyl]urea monohydrochloride). As a reaction SMILES: [CH:1]1([NH:8][C:9]2[C:14]3[CH2:15][CH2:16][CH2:17][CH2:18][CH2:19][C:13]=3[CH:12]=[CH:11][CH:10]=2)[CH2:7][CH2:6][CH2:5][CH2:4][CH2:3][CH2:2]1.[CH3:20][N:21]([C:23]1[CH:28]=[CH:27][C:26]([N:29]=[C:30]=[O:31])=[CH:25][CH:24]=1)[CH3:22].[Cl:32]CCl>>[ClH:32].[CH:1]1([N:8]([CH:9]2[C:10]3[CH:11]=[CH:12][CH:13]=[CH:19][C:18]=3[CH2:17][CH2:16][CH2:15][CH2:14]2)[C:30]([NH:29][C:26]2[CH:27]=[CH:28][C:23]([N:21]([CH3:22])[CH3:20])=[CH:24][CH:25]=2)=[O:31])[CH2:2][CH2:3][CH2:4][CH2:5][CH2:6][CH2:7]1 |f:3.4|. Procedure: N-Cycloheptyl-(6,7,8,9-tetrahydro-5H-benzocycloheptenyl)amine (0.8 g, 3.1 mmol) and 4-(N,N-dimethyamino)phenylisocyanate (0.50 g, 3.1 mmol) was stirred in dichloromethane (10 ml) at room temperature for 18 hrs. The reaction mixture was then purified by silica gel column chromatography. The resulting urea compound was treated with hydrochloric acid in ether to give 0.72 g of the above hydrochloride compound. Starting materials: C1(C=CCC1)=O (2-cyclopentenone), [N+](=O)([O-])C (nitromethane), N12CCCN=C2CCC1 (1,5-diazabicyclo[4.3.0]non-5-ene). Run in C(C)(C)O (isopropanol). Conditions: time 5 hour. Product: [N+](=O)([O-])CC1CC(CC1)=O (3-(nitromethyl)cyclopentanone). The yield is 88.0%. RXN SMILES: [C:1]1(=[O:6])[CH2:5][CH2:4][CH:3]=[CH:2]1.[N+:7]([CH3:10])([O-:9])=[O:8].N12CCCC1=NCCC2>C(O)(C)C>[N+:7]([CH2:10][CH:3]1[CH2:4][CH2:5][C:1](=[O:6])[CH2:2]1)([O-:9])=[O:8]. Reported procedure: 100 g of 2-cyclopentenone are dissolved together with 666 ml of nitromethane and 5 g of 1,5-diazabicyclo[4.3.0]non-5-ene (DBN) in 1.1 l of isopropanol, and the solution is left to stand at room temperature for 5 h. The isopropanol is then substantially distilled in vacuo, and the residue is dissolved in ethyl acetate and the solution is washed twice with 0.5 l of dilute sulphuric acid each time. The organic phase is dried with sodium sulphate and evaporated. In this way 154 g (88% of theory) of ... The reactants are C(C)(C)C1(OC[C@@H](O1)CCO)C(C)C ((S)-2,2-Diisopropyl-4-(2-hydroxyethyl)dioxolane), C(C1=CC=CC=C1)Br (benzylbromide), [OH-].[Na+] (sodium hydroxide). The reagents and catalysts are [I-].C(CCC)[N+](CCCC)(CCCC)CCCC (tetrabutylammonium iodide). Reaction conditions: temperature 110 celsius, time 18 hour. The product is C(C1=CC=CC=C1)OCC[C@@H](CO)O ((S)-4-O-Benzyl-1,2,4-butanetriol). The yield is 92.3%. As a reaction SMILES: C(C1(C(C)C)[O:8][C@@H:7]([CH2:9][CH2:10][OH:11])[CH2:6][O:5]1)(C)C.[CH2:15](Br)[C:16]1[CH:21]=[CH:20][CH:19]=[CH:18][CH:17]=1.[OH-].[Na+]>[I-].C([N+](CCCC)(CCCC)CCCC)CCC>[CH2:15]([O:11][CH2:10][CH2:9][C@H:7]([OH:8])[CH2:6][OH:5])[C:16]1[CH:21]=[CH:20][CH:19]=[CH:18][CH:17]=1 |f:2.3,4.5|. Procedure: (S)-2,2-Diisopropyl-4-(2-hydroxyethyl)dioxolane (76.2 g, 0.377 mol), benzylbromide (129 g, 0.753 mol) and tetrabutylammonium iodide (7 g, 19 mmol) were mixed with a concentrated sodium hydroxide solution (40 g in 90 mL of water, 2.26 mol) in a 3-neck flask equipped with a mechanic stirrer and a condenser. After stirred at 110° C. for 18 hours, the mixture was cooled to room temperature and the organic layer was separated. The aqueous layer was extracted with methylene chloride (100 mL×2). The co... The reactants are CC1CN(C(=O)OC(C)(C)C)CCN1c1ccc([N+](=O)[O-])cc1, CCO, [Cl-], [Fe], [NH4+]. The product is CC1CN(C(=O)OC(C)(C)C)CCN1c1ccc(N)cc1. As a reaction SMILES: [CH3:1][CH:2]1[CH2:3][N:4]([C:17](=[O:18])[O:19][C:20]([CH3:21])([CH3:22])[CH3:23])[CH2:5][CH2:6][N:7]1[c:8]1[cH:9][cH:10][c:11]([N+:14]([O-:15])=[O:16])[cH:12][cH:13]1.[CH3:26][CH2:27][OH:28].[Cl-:24].[Fe:29].[NH4+:25]>>[CH3:1][CH:2]1[CH2:3][N:4]([C:17](=[O:18])[O:19][C:20]([CH3:21])([CH3:22])[CH3:23])[CH2:5][CH2:6][N:7]1[c:8]1[cH:9][cH:10][c:11]([NH2:14])[cH:12][cH:13]1. Reactants: CI (methyl iodide), C(C)(C)(C)OC(=O)N1CC(N(C[C@@H]1CCO)C1=C(C(=CC=C1)C)C)=O (4-tert-Butoxycarbonyl-1-(2,3-dimethylphenyl)-5(S)-(2-hydroxyethyl)piperazin-2-one), [H-].[Na+] (Sodium hydride). The solvent is CN(C)C=O (DMF). Reaction conditions: temperature 0 celsius, time 1 hour. Yields the product C(C)(C)(C)OC(=O)N1CC(N(C[C@@H]1CCOC)C1=C(C(=CC=C1)C)C)=O (4-tert-Butoxycarbonyl-1-(2,3-dimethylphenyl)-5(S)-(2-methoxyethyl)piperazin-2-one). As a reaction SMILES: [C:1]([O:5][C:6]([N:8]1[C@@H:13]([CH2:14][CH2:15][OH:16])[CH2:12][N:11]([C:17]2[CH:22]=[CH:21][CH:20]=[C:19]([CH3:23])[C:18]=2[CH3:24])[C:10](=[O:25])[CH2:9]1)=[O:7])([CH3:4])([CH3:3])[CH3:2].[CH3:26]I.[H-].[Na+]>CN(C=O)C>[C:1]([O:5][C:6]([N:8]1[C@@H:13]([CH2:14][CH2:15][O:16][CH3:26])[CH2:12][N:11]([C:17]2[CH:22]=[CH:21][CH:20]=[C:19]([CH3:23])[C:18]=2[CH3:24])[C:10](=[O:25])[CH2:9]1)=[O:7])([CH3:2])([CH3:4])[CH3:3] |f:2.3|. Procedure: The product from Step E (0.241 g, 0.699 mmol) was dissolved in DMF (10 mL) containing methyl iodide (0.21 mL, 3.44 mmol) and the stirred solution cooled to 0° C. under nitrogen. Sodium hydride (0.070 g, 60% dispersion in oil, 1.72 mmol) was added and the reaction stirred for 1 h. The reaction was quenched with water, and the DMF removed under vacuum. The residue was partitioned between ethyl acetate and water, and the organic phase washed with saturated brine and dried over magnesium sulfate. Th...